This data is from the Open Reaction Database (ORD), a public repository of structured organic reaction records. The task is: describe an organic reaction: reactants, conditions, products, and yield The reactants are BrC=1C=C2C=NN=C(C2=CC1)Cl (6-bromo-1-chlorophthalazine), N1C(CNCC1)=O (piperazin-2-one), C([O-])([O-])=O.[K+].[K+] (potassium carbonate). The solvent is C(C)#N (acetonitrile). Run at temperature 190 celsius. Yields the product BrC=1C=C2C=NN=C(C2=CC1)N1CC(NCC1)=O (4-(6-bromophthalazin-1-yl)piperazin-2-one). Isolated yield 83.2%. As a reaction SMILES: [Br:1][C:2]1[CH:3]=[C:4]2[C:9](=[CH:10][CH:11]=1)[C:8](Cl)=[N:7][N:6]=[CH:5]2.[NH:13]1[CH2:18][CH2:17][NH:16][CH2:15][C:14]1=[O:19].C(=O)([O-])[O-].[K+].[K+]>C(#N)C>[Br:1][C:2]1[CH:3]=[C:4]2[C:9](=[CH:10][CH:11]=1)[C:8]([N:16]1[CH2:17][CH2:18][NH:13][C:14](=[O:19])[CH2:15]1)=[N:7][N:6]=[CH:5]2 |f:2.3.4|. Reported procedure: A glass microwave reaction vessel was charged with 6-bromo-1-chlorophthalazine (Example 1, 0.11 g, 0.45 mmol), piperazin-2-one (0.090 g, 0.90 mmol), potassium carbonate (0.062 g, 0.45 mmol) and 5 mL acetonitrile. The reaction mixture was stirred and heated in a Smith Synthesizer® microwave reactor (Personal Chemistry, Inc., Upssala, Sweden) at 190° C. for about 12 min (watts, Powermax feature on, ramp time 1 min). The mixture was purified directly via flash chromatography (silica gel) eluting wi... Reaction SMILES: [CH2:32]1[O:33][CH2:34][CH2:35][O:36][CH2:37]1.[F:1][C:2]([c:3]1[cH:4][cH:5][c:6]([N:9]2[CH2:10][CH2:11][N:12]([S:15](=[O:16])(=[O:17])[c:18]3[cH:19][c:20]4[c:24]([cH:25][cH:26]3)[N:23]([C:27](=[O:28])[CH3:29])[CH2:22][CH2:21]4)[CH2:13][CH2:14]2)[cH:7][cH:8]1)([F:30])[F:31]>>[F:1][C:2]([c:3]1[cH:4][cH:5][c:6]([N:9]2[CH2:10][CH2:11][N:12]([S:15](=[O:16])(=[O:17])[c:18]3[cH:19][c:20]4[c:24]([cH:25][cH:26]3)[NH:23][CH2:22][CH2:21]4)[CH2:13][CH2:14]2)[cH:7][cH:8]1)([F:30])[F:31]. Yields the product O=S(=O)(c1ccc2c(c1)CCN2)N1CCN(c2ccc(C(F)(F)F)cc2)CC1. Starting materials: C1COCCO1, CC(=O)N1CCc2cc(S(=O)(=O)N3CCN(c4ccc(C(F)(F)F)cc4)CC3)ccc21. Reactants: NC1=NC(=NN1)NC1=CC=C(C=C1)S(=O)(=O)N (4-(5-Amino-1H-[1,2,4]triazol-3-ylamino)-benzenesulfonamide), C(=S)(N1C=NC=C1)N1C=NC=C1 (Thiocarbonyldiimidazole), O(C1=CC=CC=C1)C1=CC=C(N)C=C1 (4-phenoxy aniline), N1C=NC=C1 (imidazole). Run in C(C)#N (acetonitrile), CN(C)C=O (DMF). Conditions: time 3 hour. The product is O(C1=CC=CC=C1)C1=CC=C(C=C1)NC(=S)N1N=C(N=C1N)NC1=CC=C(C=C1)S(N)(=O)=O (5-Amino-3-(4-sulfamoyl-phenylamino)-[1,2,4]triazole-1-carbothioic acid (4-phenoxy-phenyl)-amide). The yield is 40.0%. RXN SMILES: [C:1](N1C=CN=C1)(N1C=CN=C1)=[S:2].[O:13]([C:20]1[CH:26]=[CH:25][C:23]([NH2:24])=[CH:22][CH:21]=1)[C:14]1[CH:19]=[CH:18][CH:17]=[CH:16][CH:15]=1.N1C=CN=C1.[NH2:32][C:33]1[NH:37][N:36]=[C:35]([NH:38][C:39]2[CH:44]=[CH:43][C:42]([S:45]([NH2:48])(=[O:47])=[O:46])=[CH:41][CH:40]=2)[N:34]=1>C(#N)C.CN(C=O)C>[O:13]([C:20]1[CH:21]=[CH:22][C:23]([NH:24][C:1]([N:37]2[C:33]([NH2:32])=[N:34][C:35]([NH:38][C:39]3[CH:40]=[CH:41][C:42]([S:45](=[O:46])(=[O:47])[NH2:48])=[CH:43][CH:44]=3)=[N:36]2)=[S:2])=[CH:25][CH:26]=1)[C:14]1[CH:15]=[CH:16][CH:17]=[CH:18][CH:19]=1. Reported procedure: Thiocarbonyldiimidazole (0.56 mmol, 1.5 equivalent) was added to a solution of 4-phenoxy aniline (0.6 mmol, 1.6 equivalents) and imidazole (0.07 mmol, 0.2 equivalent) in acetonitrile (5 ml). The reaction mixture was stirred at room temperature for three hours. 4-(5-Amino-1H-[1,2,4]triazol-3-ylamino)-benzenesulfonamide (0.37 mM, 1 equivalent) was added in one portion. The reaction mixture was stirred at 50° C. for 16 hours. After addition of DMF (1 ml), the reaction mixture was stirred at 80° C. ... Procedure: 8 g tert-butyl 4-aminomethyl-4-phenylpiperidine-1-carboxylate and 2.9 ml acetic anhydride are stirred in 80 ml of ethanol overnight at ambient temperature and then evaporated to dryness. 10.4 g product are obtained. As a reaction SMILES: [NH2:1][CH2:2][C:3]1([C:16]2[CH:21]=[CH:20][CH:19]=[CH:18][CH:17]=2)[CH2:8][CH2:7][N:6]([C:9]([O:11][C:12]([CH3:15])([CH3:14])[CH3:13])=[O:10])[CH2:5][CH2:4]1.[C:22](OC(=O)C)(=[O:24])[CH3:23]>C(O)C>[C:22]([NH:1][CH2:2][C:3]1([C:16]2[CH:17]=[CH:18][CH:19]=[CH:20][CH:21]=2)[CH2:8][CH2:7][N:6]([C:9]([O:11][C:12]([CH3:14])([CH3:15])[CH3:13])=[O:10])[CH2:5][CH2:4]1)(=[O:24])[CH3:23]. The reactants are NCC1(CCN(CC1)C(=O)OC(C)(C)C)C1=CC=CC=C1 (tert-butyl 4-aminomethyl-4-phenylpiperidine-1-carboxylate), C(C)(=O)OC(C)=O (acetic anhydride). The product is C(C)(=O)NCC1(CCN(CC1)C(=O)OC(C)(C)C)C1=CC=CC=C1 (tert-butyl 4-(acetylaminomethyl)-4-phenylpiperidine-1-carboxylate). The solvent is C(C)O (ethanol).